The task is: describe an organic reaction: reactants, conditions, products, and yield. This data is from the Open Reaction Database (ORD), a public repository of structured organic reaction records. Starting materials: CC1=C(NC(=C1)C)\C=C\1/C(N(C2=CC=CC=C12)C(=O)N1C=NC=C1)=O (3-[1-(3,5-dimethyl-1H-pyrrol-2-yl)-meth-(Z)-ylidene]-1-(imidazole-1-ylcarbonyl)-1,3-dihydro-indol-2-one), CO (methanol). Run at time 64 hour. The product is COC(=O)N1C(\C(\C2=CC=CC=C12)=C/C=1NC(=CC1C)C)=O (3-[1-(3,5-dimethyl-1H-pyrrol-2-yl)-meth-(Z)-ylidene]-2-oxo-2,3-dihydro-indole-1-carboxylic acid methyl ester). Yield: 63.0%. As a reaction SMILES: [CH3:1][C:2]1[CH:6]=[C:5]([CH3:7])[NH:4][C:3]=1/[CH:8]=[C:9]1\[C:10](=[O:25])[N:11]([C:18](N2C=CN=C2)=[O:19])[C:12]2[C:17]\1=[CH:16][CH:15]=[CH:14][CH:13]=2.[CH3:26][OH:27]>>[CH3:26][O:27][C:18]([N:11]1[C:12]2[C:17](=[CH:16][CH:15]=[CH:14][CH:13]=2)/[C:9](=[CH:8]/[C:3]2[NH:4][C:5]([CH3:7])=[CH:6][C:2]=2[CH3:1])/[C:10]1=[O:25])=[O:19]. Reported procedure: A reaction mixture of 3-[1-(3,5-dimethyl-1H-pyrrol-2-yl)-meth-(Z)-ylidene]-1-(imidazole-1-ylcarbonyl)-1,3-dihydro-indol-2-one (5.3 mg, 0.016 mmol) in 1.0 mL of methanol was stirred at room temperature for 64 h and filtered. The red solid was washed with methanol and dried in a vacuum oven overnight to afford 3-[1-(3,5-dimethyl-1H-pyrrol-2-yl)-meth-(Z)-ylidene]-2-oxo-2,3-dihydro-indole-1-carboxylic acid methyl ester (3.0 mg, 63%) as a red solid. 1H NMR (400 MHz, DMSO-d6) d 12.63 (s, 1H, NH-1′), 7... Starting materials: C(C1=CC=CC=C1)N1C=NC=2N(C(N(C(C12)=O)CCCC[C@H](C)OC(C1=CC=C(C=C1)[N+](=O)[O-])=O)=O)C ((S)-7-benzyl-1(5-(4-nitrobenzoyloxy)hexyl)-3-methylxanthine), [OH-].[Na+] (sodium hydroxide), Cl (hydrochloric acid). Solvent: CO (methanol). Reaction conditions: time 2 hour. The product is C(C1=CC=CC=C1)N1C=NC=2N(C(N(C(C12)=O)CCCC[C@H](C)O)=O)C ((S)-7-benzyl-1-(5-hydroxyhexyl)-3-methylxanthine). The yield is 79.4%. Reaction SMILES: [CH2:1]([N:8]1[C:16]2[C:15](=[O:17])[N:14]([CH2:18][CH2:19][CH2:20][CH2:21][C@@H:22]([O:24]C(=O)C3C=CC([N+]([O-])=O)=CC=3)[CH3:23])[C:13](=[O:36])[N:12]([CH3:37])[C:11]=2[N:10]=[CH:9]1)[C:2]1[CH:7]=[CH:6][CH:5]=[CH:4][CH:3]=1.[OH-].[Na+].Cl>CO>[CH2:1]([N:8]1[C:16]2[C:15](=[O:17])[N:14]([CH2:18][CH2:19][CH2:20][CH2:21][C@@H:22]([OH:24])[CH3:23])[C:13](=[O:36])[N:12]([CH3:37])[C:11]=2[N:10]=[CH:9]1)[C:2]1[CH:7]=[CH:6][CH:5]=[CH:4][CH:3]=1 |f:1.2|. Procedure details: (S)-7-benzyl-1(5-(4-nitrobenzoyloxy)hexyl)-3-methylxanthine (25 g, 49.5 mmol) was added to a solution for sodium hydroxide (3.36 g, 84 mmol) in methanol (200 ml). After stirring for 2 hours, the pH was adjusted to 4 by addition of 1 N hydrochloric acid solution. After concentrating under reduced pressure, the residue was partitioned between water (150 ml) and ethyl acetate (300 ml). The organic layer was washed with saturated aqueous sodium chloride solution (150 ml), dried over anhydrous magnes... Reported procedure: To 57 mg of 3-amino-6-chloro-4,5-diethoxycarbonyl-2-methylpyridine was added 0.5 ml of hydrazine monohydrate, and the mixture was heated in a stream of nitrogen at 100° C. for 30 minutes. The solvent is distilled off, and the resultant crystals were collected by filtration with ethanol. After water was added to the crystals, the mixture was neutralized with 1N hydrochloric acid. The product is NC1=C(N=CC=2C(NNC(C21)=O)=O)C (8-Amino-7-methylpyrido[3.4-d]pyridazine-1,4(2H,3H)dione). The reactants are NC=1C(=NC(=C(C1C(=O)OCC)C(=O)OCC)Cl)C (3-amino-6-chloro-4,5-diethoxycarbonyl-2-methylpyridine), O.NN (hydrazine monohydrate). Reaction conditions: temperature 100 celsius. RXN SMILES: [NH2:1][C:2]1[C:3]([CH3:19])=[N:4][C:5](Cl)=[C:6]([C:13](OCC)=[O:14])[C:7]=1[C:8](OCC)=[O:9].O.[NH2:21][NH2:22]>>[NH2:1][C:2]1[C:7]2[C:8](=[O:9])[NH:22][NH:21][C:13](=[O:14])[C:6]=2[CH:5]=[N:4][C:3]=1[CH3:19] |f:1.2|. Starting materials: CN(C)c1ccc(-c2cc(=O)c(C(=O)O)cn2-c2ccc(O)cc2)cc1, CC(=O)OC(C)=O, CCOC(C)=O, O. Product: CC(=O)Oc1ccc(-n2cc(C(=O)O)c(=O)cc2-c2ccc(N(C)C)cc2)cc1. As a reaction SMILES: [CH3:1][N:2]([c:3]1[cH:4][cH:5][c:6](-[c:9]2[n:10](-[c:19]3[cH:20][cH:21][c:22]([OH:25])[cH:23][cH:24]3)[cH:11][c:12]([C:13](=[O:14])[OH:15])[c:16](=[O:18])[cH:17]2)[cH:7][cH:8]1)[CH3:26].[CH3:27][C:28](=[O:29])[O:30][C:31](=[O:32])[CH3:33].[CH3:35][CH2:36][O:37][C:38](=[O:39])[CH3:40].[OH2:34]>>[CH3:1][N:2]([c:3]1[cH:4][cH:5][c:6](-[c:9]2[n:10](-[c:19]3[cH:20][cH:21][c:22]([O:25][C:28]([CH3:27])=[O:29])[cH:23][cH:24]3)[cH:11][c:12]([C:13](=[O:14])[OH:15])[c:16](=[O:18])[cH:17]2)[cH:7][cH:8]1)[CH3:26]. The reactants are C(C=C)(=O)Cl (acryloyl chloride), [Br-].NC1=C(C=CC(=C1)F)C[P+](C1=CC=CC=C1)(C1=CC=CC=C1)C1=CC=CC=C1 ([(2-amino-4-fluorophenyl)methyl]-triphenylphosphonium bromide), N1=CC=CC=C1 (pyridine). Run in C(Cl)Cl (CH2Cl2). Yields the product [Br-].FC1=CC(=C(C=C1)C[P+](C1=CC=CC=C1)(C1=CC=CC=C1)C1=CC=CC=C1)NC(C=C)=O ([[4-fluoro-2-[(1-oxo-2-propenyl)amino]phenyl]methyl]triphenylphosphonium bromide). Yield: 80.9%. As a reaction SMILES: [Br-:1].[NH2:2][C:3]1[CH:8]=[C:7]([F:9])[CH:6]=[CH:5][C:4]=1[CH2:10][P+:11]([C:24]1[CH:29]=[CH:28][CH:27]=[CH:26][CH:25]=1)([C:18]1[CH:23]=[CH:22][CH:21]=[CH:20][CH:19]=1)[C:12]1[CH:17]=[CH:16][CH:15]=[CH:14][CH:13]=1.[C:30](Cl)(=[O:33])[CH:31]=[CH2:32].N1C=CC=CC=1>C(Cl)Cl>[Br-:1].[F:9][C:7]1[CH:6]=[CH:5][C:4]([CH2:10][P+:11]([C:24]2[CH:29]=[CH:28][CH:27]=[CH:26][CH:25]=2)([C:12]2[CH:17]=[CH:16][CH:15]=[CH:14][CH:13]=2)[C:18]2[CH:19]=[CH:20][CH:21]=[CH:22][CH:23]=2)=[C:3]([NH:2][C:30](=[O:33])[CH:31]=[CH2:32])[CH:8]=1 |f:0.1,5.6|. Reported procedure: A suspension of 89 g (0.19 mol) of [(2-amino-4-fluorophenyl)methyl]-triphenylphosphonium bromide in 1.5 L CH2Cl2 was stirred and 17 mL (0.21 mol) of acryloyl chloride was added dropwise. A 22.8 mL sample of pyridine was added dropwise. The mixture was heated under reflux for 45 min. The mixture was cooled, washed with K2CO3 solution, dilute hydrochloric acid and brine. It was dried (Na2SO4), concentrated and triturated with Et2O to give 80 g (81%) of [[4-fluoro-2-[(1-oxo-2-propenyl)amino]phenyl]... Reactants: ClC1=CC=C(C=C1)C1=CC=C(C=C1)C(=O)N1CCCC2=CC(=CC=C12)C(CCN(C)C)O (3-[1-([4′-Chloro[1,1-biphenyl]-4-yl)carbonyl)-1,2,3,4-tetrahydro-6-quinolinyl]-3-hydroxy-N,N-dimethyl-1-propanamine). Reagents/catalysts: S(O)(O)(=O)=O (sulfuric acid). Run in C(C)(=O)O (acetic acid). Reaction conditions: temperature 52.5 celsius, time 3 hour. Product: ClC1=CC=C(C=C1)C1=CC=C(C=C1)C(=O)N1CCCC2=CC(=CC=C12)/C=C/CN(C)C ((E)-3-[1-[(4′-Chloro[1,1-biphenyl]-4-yl)carbonyl]-1,2,3,4-tetrahydro-6-quinolinyl]-N,N-dimethyl-2-propen-1-amine). Reaction SMILES: [Cl:1][C:2]1[CH:7]=[CH:6][C:5]([C:8]2[CH:13]=[CH:12][C:11]([C:14]([N:16]3[C:25]4[C:20](=[CH:21][C:22]([CH:26](O)[CH2:27][CH2:28][N:29]([CH3:31])[CH3:30])=[CH:23][CH:24]=4)[CH2:19][CH2:18][CH2:17]3)=[O:15])=[CH:10][CH:9]=2)=[CH:4][CH:3]=1>S(=O)(=O)(O)O.C(O)(=O)C>[Cl:1][C:2]1[CH:3]=[CH:4][C:5]([C:8]2[CH:9]=[CH:10][C:11]([C:14]([N:16]3[C:25]4[C:20](=[CH:21][C:22](/[CH:26]=[CH:27]/[CH2:28][N:29]([CH3:31])[CH3:30])=[CH:23][CH:24]=4)[CH2:19][CH2:18][CH2:17]3)=[O:15])=[CH:12][CH:13]=2)=[CH:6][CH:7]=1. Reported procedure: Concd. sulfuric acid (4 drops) was added to a solution of 3-[1-[(4′-chloro[1,1-biphenyl]-4-yl)carbonyl]-1,2,3,4-tetrahydro-6-quinolinyl]-3-hydroxy-N,N-dimethyl-1-propanamine (0.1 g) obtained in Example 4 in acetic acid (1 mL), and the mixture was stirred at 50 to 55° C. for 3 hours. After the solvent was distilled away under reduced pressure, the residues were made basic with 2 N aqueous sodium hydroxide and then extracted with ethyl acetate. The extract was washed with water and dried over anhy... Starting materials: CCCCOCCOc1ccc(-c2ccc3c(c2)C=C(C(=O)Nc2ccc(CSc4nccn4C)cc2)CCN3CC(C)C)cc1, ClCCl, [Na+], [Na+], O=C(OO)c1cccc(Cl)c1, O=S([O-])([O-])=S. The product is CCCCOCCOc1ccc(-c2ccc3c(c2)C=C(C(=O)Nc2ccc(CS(=O)c4nccn4C)cc2)CCN3CC(C)C)cc1. As a reaction SMILES: [CH2:1]([CH2:2][CH2:3][CH3:4])[O:5][CH2:6][CH2:7][O:8][c:9]1[cH:10][cH:11][c:12](-[c:15]2[cH:16][cH:17][c:18]3[c:19]([cH:46]2)[CH:20]=[C:21]([C:29](=[O:30])[NH:31][c:32]2[cH:33][cH:34][c:35]([CH2:38][S:39][c:40]4[n:41]([CH3:45])[cH:42][cH:43][n:44]4)[cH:36][cH:37]2)[CH2:22][CH2:23][N:24]3[CH2:25][CH:26]([CH3:27])[CH3:28])[cH:13][cH:14]1.[Cl:65][CH2:66][Cl:67].[Na+:63].[Na+:64].[OH:47][O:48][C:49]([c:50]1[cH:51][c:52]([Cl:53])[cH:54][cH:55][cH:56]1)=[O:57].[S:58]([O-:59])([O-:60])(=[O:61])=[S:62]>>[CH2:1]([CH2:2][CH2:3][CH3:4])[O:5][CH2:6][CH2:7][O:8][c:9]1[cH:10][cH:11][c:12](-[c:15]2[cH:16][cH:17][c:18]3[c:19]([cH:46]2)[CH:20]=[C:21]([C:29](=[O:30])[NH:31][c:32]2[cH:33][cH:34][c:35]([CH2:38][S:39]([c:40]4[n:41]([CH3:45])[cH:42][cH:43][n:44]4)=[O:47])[cH:36][cH:37]2)[CH2:22][CH2:23][N:24]3[CH2:25][CH:26]([CH3:27])[CH3:28])[cH:13][cH:14]1. Reactants: C(C)(C)(C)C=1C=C2C=CC=NC2=CC1 (6-tert-butylquinoline), C1=CC(=CC(=C1)Cl)C(=O)OO (mCPBA). The solvent is C(Cl)(Cl)Cl (chloroform). Run at time 2 hour. Product: C(C)(C)(C)C=1C=C2C=CC=[N+](C2=CC1)[O-] (6-tert-Butylquinoline 1-oxide). As a reaction SMILES: [C:1]([C:5]1[CH:6]=[C:7]2[C:12](=[CH:13][CH:14]=1)[N:11]=[CH:10][CH:9]=[CH:8]2)([CH3:4])([CH3:3])[CH3:2].C1C=C(Cl)C=C(C(OO)=[O:23])C=1>C(Cl)(Cl)Cl>[C:1]([C:5]1[CH:6]=[C:7]2[C:12](=[CH:13][CH:14]=1)[N+:11]([O-:23])=[CH:10][CH:9]=[CH:8]2)([CH3:4])([CH3:2])[CH3:3]. Procedure: A mixture of 6-tert-butylquinoline (400 mg, 2.16 mmol, Journal of the Indian Chemical Society, 1998, 823) and mCPBA (639 mg, 2.59 mmol) in chloroform (10 ml) was stirred for 2 hours at room temperature. The mixture was concentrated and the crude residue was applied to a silica gel (NH silica) column chromatography and eluted with DCM/MeOH (20:1) to furnish the title compound (433 mg, quant.) as pale orange oil. 1H NMR (300 MHz, CDCl3) 8 ppm 1.43 (9H, s) 7.26-7.30 (1H, m),7.73 (1H, d, J=8.1 Hz), ... Procedure: Dissolve 0.77 g 3,5-dichloro-4-(1,2,3,3,3-pentafluoropropenoxy) aniline in 8 mL 1,2-dichloroethane under an atmosphere of nitrogen at room temperature. Add 0.50 g 2,6-difluorobenzoyl isocyanate dissolved in 5.8 mL dichloroethane dropwise over a 10 minute period. Stir and warm to 40° C. for a 2 hour period. Chill in ice water bath and filter the white solid 0.93 g, mp 177°-80° C. Proton nmr and mass spectra were consistent with the proposed structure. Anal. calcd C17 H7Cl2F7N2O3 :C, 41.57; H, 1.4... Reaction SMILES: [Cl:1][C:2]1[CH:3]=[C:4]([CH:6]=[C:7]([Cl:18])[C:8]=1[O:9][C:10]([F:17])=[C:11]([F:16])[C:12]([F:15])([F:14])[F:13])[NH2:5].[F:19][C:20]1[CH:30]=[CH:29][CH:28]=[C:27]([F:31])[C:21]=1[C:22]([N:24]=[C:25]=[O:26])=[O:23]>ClCCCl.ClC(Cl)C>[Cl:1][C:2]1[CH:3]=[C:4]([NH:5][C:25]([NH:24][C:22](=[O:23])[C:21]2[C:27]([F:31])=[CH:28][CH:29]=[CH:30][C:20]=2[F:19])=[O:26])[CH:6]=[C:7]([Cl:18])[C:8]=1[O:9][C:10]([F:17])=[C:11]([F:16])[C:12]([F:14])([F:15])[F:13]. The product is ClC=1C=C(C=C(C1OC(=C(C(F)(F)F)F)F)Cl)NC(=O)NC(C1=C(C=CC=C1F)F)=O (N-[3,5-Dichloro-4-(1,2,3,3,3-pentafluoropropenoxy)phenyl]-N'-(2,6-difluorobenzoyl) urea). Reaction conditions: temperature 40 celsius. The solvent is ClCCCl (1,2-dichloroethane), ClC(C)Cl (dichloroethane), ice water. Reactants: ClC=1C=C(N)C=C(C1OC(=C(C(F)(F)F)F)F)Cl (3,5-dichloro-4-(1,2,3,3,3-pentafluoropropenoxy) aniline), FC1=C(C(=O)N=C=O)C(=CC=C1)F (2,6-difluorobenzoyl isocyanate). As a reaction SMILES: [Br:6][CH2:7][CH2:8][c:9]1[c:10]2[n:11]([c:12]3[cH:13][cH:14][cH:15][cH:16][c:17]13)[c:18]([CH3:23])[n:19][cH:20][c:21]2[CH3:22].[CH3:24][N:25]([CH3:26])[CH:27]=[O:28].[nH:1]1[cH:2][n:3][cH:4][cH:5]1>>[n:1]1([CH2:7][CH2:8][c:9]2[c:10]3[n:11]([c:12]4[cH:13][cH:14][cH:15][cH:16][c:17]24)[c:18]([CH3:23])[n:19][cH:20][c:21]3[CH3:22])[cH:2][n:3][cH:4][cH:5]1. Yields the product Cc1cnc(C)n2c1c(CCn1ccnc1)c1ccccc12. The reactants are Cc1cnc(C)n2c1c(CCBr)c1ccccc12, CN(C)C=O, c1c[nH]cn1.